The task is: describe an organic reaction: reactants, conditions, products, and yield. This data is from the Open Reaction Database (ORD), a public repository of structured organic reaction records. Starting materials: CNC1=CC=CC=C1 (N-methylaniline), CC=1C(=NC(=NC1C)Cl)N1C(C2=CC=CC=C2CC1)C (5,6-dimethyl-4-(1-methyl-1,2,3,4-tetrahydroisoquinolin-2-yl)-2-chloropyrimidine). Solvent: CN(C=O)C (dimethylformamide). The product is Cl.CC=1C(=NC(=NC1C)N(C)C1=CC=CC=C1)N1C(C2=CC=CC=C2CC1)C (5,6-dimethyl-2-(N-methylphenylamino)-4-(1-methyl-1,2,3,4-tetrahydroisoquinolin-2-yl)pyrimidine hydrochloride). Yield: 9.6%. Reaction SMILES: [CH3:1][NH:2][C:3]1[CH:8]=[CH:7][CH:6]=[CH:5][CH:4]=1.[CH3:9][C:10]1[C:11]([N:18]2[CH2:27][CH2:26][C:25]3[C:20](=[CH:21][CH:22]=[CH:23][CH:24]=3)[CH:19]2[CH3:28])=[N:12][C:13]([Cl:17])=[N:14][C:15]=1[CH3:16]>CN(C)C=O>[ClH:17].[CH3:9][C:10]1[C:11]([N:18]2[CH2:27][CH2:26][C:25]3[C:20](=[CH:21][CH:22]=[CH:23][CH:24]=3)[CH:19]2[CH3:28])=[N:12][C:13]([N:2]([C:3]2[CH:8]=[CH:7][CH:6]=[CH:5][CH:4]=2)[CH3:1])=[N:14][C:15]=1[CH3:16] |f:3.4|. Reported procedure: After N-methylaniline(1.5 ml, 14 mmol) was added to a mixture solution of 5,6-dimethyl-4-(1-methyl-1,2,3,4-tetrahydroisoquinolin-2-yl)-2-chloropyrimidine(1.9 g, 6.6 mmol) and dimethylformamide(10 ml), 0.25 g of the titled compound was obtained in accordance with the same procedure as in Step 2 of Example 1. Reactants: BrC1=CC=C(C=C1)NC#N (4-bromophenylcyanamide), [Br-] (bromide), CN1C(=CC=C1C#N)B(O)O (N-methyl-5-cyanopyrroleboronic acid), [F-].[K+] (potassium fluoride). The reagents and catalysts are C=1C=CC(=CC1)/C=C/C(=O)/C=C/C2=CC=CC=C2.C=1C=CC(=CC1)/C=C/C(=O)/C=C/C2=CC=CC=C2.C=1C=CC(=CC1)/C=C/C(=O)/C=C/C2=CC=CC=C2.[Pd].[Pd] (tris(dibenzylideneacetone)dipalladium), C(C)(C)(C)P(C(C)(C)C)C(C)(C)C (tri-Tert-butylphosphine). Solvent: C1CCOC1 (THF). The product is C(#N)C1=CC=C(N1C)C1=CC=C(C=C1)NC#N ([4-(5-cyano-1-methyl-1H-pyrrol-2-yl)phenyl]cyanamide). The yield is 33.7%. As a reaction SMILES: Br[C:2]1[CH:7]=[CH:6][C:5]([NH:8][C:9]#[N:10])=[CH:4][CH:3]=1.[CH3:11][N:12]1[C:16]([C:17]#[N:18])=[CH:15][CH:14]=[C:13]1B(O)O.[F-].[K+].[Br-]>C1C=CC(/C=C/C(/C=C/C2C=CC=CC=2)=O)=CC=1.C1C=CC(/C=C/C(/C=C/C2C=CC=CC=2)=O)=CC=1.C1C=CC(/C=C/C(/C=C/C2C=CC=CC=2)=O)=CC=1.[Pd].[Pd].C(P(C(C)(C)C)C(C)(C)C)(C)(C)C.C1COCC1>[C:17]([C:16]1[N:12]([CH3:11])[C:13]([C:2]2[CH:7]=[CH:6][C:5]([NH:8][C:9]#[N:10])=[CH:4][CH:3]=2)=[CH:14][CH:15]=1)#[N:18] |f:2.3,5.6.7.8.9|. Procedure: 4-bromophenylcyanamide (0.651 g, 3.34 mmol), tris(dibenzylideneacetone)dipalladium (76 mg, 0.078 mmol), N-methyl-5-cyanopyrroleboronic acid (1.1 g, 7.3 mmol), and potassium fluoride (0.776 g, 13.2 mmol) were placed in a 40 mL vial fitted with a septa. The vial was then filled with a continuous flow of nitrogen and THF (10 mL) was added. tri-Tert-butylphosphine (10 wt % in hexane) (0.486 mL, 0.078 mmol) was added to the mixture and allowed to stir 3 hours at 50° C. until the starting bromide was ... Reactants: F[B-](F)(F)F, CCCCNCc1ccc(OCc2ccccc2)cc1, CCOC(=O)C(Cc1ccc(OCC(=O)O)cc1)OCC, ClCCl, CCN(C(C)C)C(C)C, CN(C)C(On1nnc2ccccc21)=[N+](C)C. The product is CCCCN(Cc1ccc(OCc2ccccc2)cc1)C(=O)COc1ccc(CC(OCC)C(=O)OCC)cc1. As a reaction SMILES: [B-:51]([F:52])([F:53])([F:54])[F:55].[CH2:1]([c:2]1[cH:3][cH:4][cH:5][cH:6][cH:7]1)[O:8][c:9]1[cH:10][cH:11][c:12]([CH2:13][NH:14][CH2:15][CH2:16][CH2:17][CH3:18])[cH:19][cH:20]1.[CH2:21]([CH3:22])[O:23][CH:24]([CH2:25][c:26]1[cH:27][cH:28][c:29]([O:30][CH2:31][C:32](=[O:33])[OH:34])[cH:35][cH:36]1)[C:37](=[O:38])[O:39][CH2:40][CH3:41].[CH2:73]([Cl:74])[Cl:75].[CH:42]([N:43]([CH2:44][CH3:45])[CH:46]([CH3:47])[CH3:48])([CH3:49])[CH3:50].[n:56]1([O:57][C:58]([N:59]([CH3:60])[CH3:61])=[N+:62]([CH3:63])[CH3:64])[c:65]2[cH:66][cH:67][cH:68][cH:69][c:70]2[n:71][n:72]1>>[CH2:1]([c:2]1[cH:3][cH:4][cH:5][cH:6][cH:7]1)[O:8][c:9]1[cH:10][cH:11][c:12]([CH2:13][N:14]([CH2:15][CH2:16][CH2:17][CH3:18])[C:32]([CH2:31][O:30][c:29]2[cH:28][cH:27][c:26]([CH2:25][CH:24]([O:23][CH2:21][CH3:22])[C:37](=[O:38])[O:39][CH2:40][CH3:41])[cH:36][cH:35]2)=[O:33])[cH:19][cH:20]1. Reactants: BrC[C@@H](OC1OCCCC1)C ((1S)-2-(2-bromo-1-methylethoxy)tetrahydro-2H-pyran), BrC[C@H](C)O ((2S)-1-bromo-2-propanol), O1CCCC=C1 (3,4-dihydro-2H-pyran). Reagents/catalysts: C1(=CC=C(C=C1)S(=O)(=O)O)C (p-toluenesulfonic acid). Run in C(C)(=O)O (acetic acid), ClCCl (dichloromethane). Yields the product BrC[C@H](C)O ((2S)-1-bromo-2-propanol), C1[C@H](C)O1 ((S)-propylene oxide), Br (hydrogen bromide). Reaction SMILES: [Br:1][CH2:2][C@H:3]([CH3:11])[O:4]C1C[CH2:9][CH2:8][CH2:7][O:6]1.[Br:12]C[C@@H](O)C.O1C=CCCC1>ClCCl.C1(C)C=CC(S(O)(=O)=O)=CC=1.C(O)(=O)C>[Br:1][CH2:2][C@@H:3]([OH:4])[CH3:11].[CH2:7]1[O:6][C@H:8]1[CH3:9].[BrH:12]. Procedure: The manner in which optically active forms of arylmethoxy aliphatic amines, such as (2S)-N-methyl-1-[(3-aminophenyl)methoxy]-propan-2-amine type compounds, are provided can vary. In one approach, a 3-aminobenzyl alcohol type compound (N-protected as the phthalimide) can be alkylated with a chiral 1-bromo-2-propanol type compound containing an O-protecting group, such as (1S)-2-(2-bromo-1-methylethoxy)tetrahydro-2H-pyran using a base such as sodium hydride and a solvent such as N,N-dimethylformam... Reactants: C#Cc1cccc(C2OCCO2)c1, Cl, O. The product is C#Cc1cccc(C=O)c1. Reaction SMILES: [C:1](#[CH:2])[c:3]1[cH:4][c:5]([CH:9]2[O:10][CH2:13][CH2:12][O:11]2)[cH:6][cH:7][cH:8]1.[ClH:14].[OH2:15]>>[C:1](#[CH:2])[c:3]1[cH:4][c:5]([CH:9]=[O:10])[cH:6][cH:7][cH:8]1. The reactants are C(#N)C1=CC=2C3=C(N(C2C=N1)COCC[Si](C)(C)C)N=CC=C3N3C[C@H](CC3)N(C(OC(C)(C)C)=O)CC ((S)-tert-butyl 1-(6-cyano-9-((2-(trimethylsilyl)ethoxy)methyl)-9H-dipyrido[2,3-b;4′,3′-d]pyrrol-4-yl)pyrrolidin-3-yl(ethyl)carbamate), [B-](F)(F)(F)F.[B-](F)(F)(F)F.C1C[N+]2(CC[N+]1(CC2)CCl)F (Selectfluor). Run in C(C)#N (acetonitrile). Run at temperature 0 celsius, time 5 minute. Yields the product FC1=C(C2=C(N(C3=C2C=C(N=C3)C#N)COCC[Si](C)(C)C)N=C1)N1C[C@H](CC1)N(C(OC(C)(C)C)=O)CC ((S)-tert-butyl 1-(3-fluoro-6-cyano-9-((2-(trimethylsilyl)ethoxy)methyl)-9H-dipyrido[2,3-b;4′,3′-d]pyrrol-4-yl)pyrrolidin-3-yl(ethyl)carbamate). As a reaction SMILES: [C:1]([C:3]1[N:11]=[CH:10][C:9]2[N:8]([CH2:12][O:13][CH2:14][CH2:15][Si:16]([CH3:19])([CH3:18])[CH3:17])[C:7]3[N:20]=[CH:21][CH:22]=[C:23]([N:24]4[CH2:28][CH2:27][C@H:26]([N:29]([CH2:37][CH3:38])[C:30](=[O:36])[O:31][C:32]([CH3:35])([CH3:34])[CH3:33])[CH2:25]4)[C:6]=3[C:5]=2[CH:4]=1)#[N:2].[B-](F)(F)(F)[F:40].[B-](F)(F)(F)F.C1[N+]2(CCl)CC[N+](F)(CC2)C1>C(#N)C>[F:40][C:22]1[CH:21]=[N:20][C:7]2[N:8]([CH2:12][O:13][CH2:14][CH2:15][Si:16]([CH3:18])([CH3:19])[CH3:17])[C:9]3[CH:10]=[N:11][C:3]([C:1]#[N:2])=[CH:4][C:5]=3[C:6]=2[C:23]=1[N:24]1[CH2:28][CH2:27][C@H:26]([N:29]([CH2:37][CH3:38])[C:30](=[O:36])[O:31][C:32]([CH3:33])([CH3:34])[CH3:35])[CH2:25]1 |f:1.2.3|. Reported procedure: A mixture of (S)-tert-butyl 1-(6-cyano-9-((2-(trimethylsilyl)ethoxy)methyl)-9H-dipyrido[2,3-b;4′,3′-d]pyrrol-4-yl)pyrrolidin-3-yl(ethyl)carbamate (290 mg, 0.54 mmol) and Selectfluor™ (957 mg, 2.7 mmol) in acetonitrile (4.5 mL) was stirred at 0° C. for 5 minutes. The cooled reaction mixture was quenched with saturated aqueous sodium thiosulfate, diluted with ethyl acetate (50 mL), and washed with water (20 mL). The organic layer was separated, dried over sodium sulfate, filtered, concentrated in ... Starting materials: [N+](=O)([O-])C1=C(C=C2C=CNC(C2=C1)=O)N1CCN(CC1)C1=C(C=CC=C1)C (7-nitro-6-(4-o-tolyl-piperazin-1-yl)-2H-isoquinolin-1-one), BrCCCN1C(OCC1)=O (3-(3-bromo-propyl)-oxazolidin-2-one), C[Si](C)(C)[N-][Si](C)(C)C.[K+] (potassium bis(trimethylsilyl) amide). The solvent is CN(C)C=O (DMF). Reaction conditions: time 6 hour. Product: [N+](=O)([O-])C1=C(C=C2C=CN(C(C2=C1)=O)CCCN1C(OCC1)=O)N1CCN(CC1)C1=C(C=CC=C1)C (7-nitro-2-[3-(2-oxo-oxazolidin-3-yl)-propyl]-6-(4-o-tolyl-piperazin-1-yl)-2H-isoquinolin-1-one). Reaction SMILES: [N+:1]([C:4]1[CH:13]=[C:12]2[C:7]([CH:8]=[CH:9][NH:10][C:11]2=[O:14])=[CH:6][C:5]=1[N:15]1[CH2:20][CH2:19][N:18]([C:21]2[CH:26]=[CH:25][CH:24]=[CH:23][C:22]=2[CH3:27])[CH2:17][CH2:16]1)([O-:3])=[O:2].Br[CH2:29][CH2:30][CH2:31][N:32]1[CH2:36][CH2:35][O:34][C:33]1=[O:37].C[Si]([N-][Si](C)(C)C)(C)C.[K+]>CN(C=O)C>[N+:1]([C:4]1[CH:13]=[C:12]2[C:7]([CH:8]=[CH:9][N:10]([CH2:29][CH2:30][CH2:31][N:32]3[CH2:36][CH2:35][O:34][C:33]3=[O:37])[C:11]2=[O:14])=[CH:6][C:5]=1[N:15]1[CH2:16][CH2:17][N:18]([C:21]2[CH:26]=[CH:25][CH:24]=[CH:23][C:22]=2[CH3:27])[CH2:19][CH2:20]1)([O-:3])=[O:2] |f:2.3|. Procedure: To a stirred solution of 7-nitro-6-(4-o-tolyl-piperazin-1-yl)-2H-isoquinolin-1-one (0.25 g, 0.68 mmol) in anhydrous DMF (10 mL), 3-(3-bromo-propyl)-oxazolidin-2-one (0.14 g, 0.68 mmol) was added followed by potassium bis(trimethylsilyl) amide (0.27 g, 1.37 mmol) at 0° C. under N2 atmosphere. The reaction mass allowed to stir at room temperature for 6 h. The progress of the reaction was monitored by LCMS analysis. Upon completion of the reaction, solvent was removed in vacuo. Residue obtained was... The reactants are heterocycle, CC1=NC(=NC(=C1)C)N (4,6-dimethyl-2-pyrimidinamine), C[Se]C1=C(C=CC=C1)S(=O)(=O)N=C=O (2-(methylselenyl)benzenesulfonyl isocyanate). Run in ClCCl (dichloromethane), ClCCl (dichloromethane). Conditions: time 8 hour. Product: CC1=NC(=NC(=C1)C)NC(=O)NS(=O)(=O)C1=C(C=CC=C1)[Se]C (N-[(4,6-Dimethylpyrimidin-2-yl)aminocarbonyl]-2-(methylselenyl)benzenesulfonamide). Yield: 101.4%. Reaction SMILES: [CH3:1][C:2]1[CH:7]=[C:6]([CH3:8])[N:5]=[C:4]([NH2:9])[N:3]=1.[CH3:10][Se:11][C:12]1[CH:17]=[CH:16][CH:15]=[CH:14][C:13]=1[S:18]([N:21]=[C:22]=[O:23])(=[O:20])=[O:19]>ClCCl>[CH3:1][C:2]1[CH:7]=[C:6]([CH3:8])[N:5]=[C:4]([NH:9][C:22]([NH:21][S:18]([C:13]2[CH:14]=[CH:15][CH:16]=[CH:17][C:12]=2[Se:11][CH3:10])(=[O:19])=[O:20])=[O:23])[N:3]=1. Procedure details: To a slurry of 4,6-dimethyl-2-pyrimidinamine (0.36 g, 29 mmol) in dry dichloromethane (5 mL) was added a solution of 2-(methylselenyl)benzenesulfonyl isocyanate (1.5 g, crude, 4.2 mmol) in dichloromethane (5 mL). The heterocycle dissolved. The solution was heated at reflux for two hours and stirred at room temperature overnight. The solution was filtered and rotary evaporated to give 1.7 g of yellow solid. This was dissolved in dichloromethane and chromatographed on a column of silica gel using ... Starting materials: C(CC(=O)OCC)(=O)OCC (diethyl malonate), N1CCCCC1 (piperidine), C1(=CC=CC=C1)NC1=C(C=O)C=CC=N1 (2-(phenylamino)nicotinaldehyde). Solvent: C(C)O (ethanol). Conditions: temperature 100 celsius, time 8 hour. The product is O=C1N(C2=NC=CC=C2C=C1C(=O)OCC)C1=CC=CC=C1 (ethyl 2-oxo-1-phenyl-1,2-dihydro-1,8-naphthyridine-3-carboxylate). The yield is 79.5%. Reaction SMILES: [C:1]1([NH:7][C:8]2[N:15]=[CH:14][CH:13]=[CH:12][C:9]=2[CH:10]=O)[CH:6]=[CH:5][CH:4]=[CH:3][CH:2]=1.[C:16](OCC)(=[O:23])[CH2:17][C:18]([O:20][CH2:21][CH3:22])=[O:19].N1CCCCC1>C(O)C>[O:23]=[C:16]1[C:17]([C:18]([O:20][CH2:21][CH3:22])=[O:19])=[CH:10][C:9]2[C:8](=[N:15][CH:14]=[CH:13][CH:12]=2)[N:7]1[C:1]1[CH:6]=[CH:5][CH:4]=[CH:3][CH:2]=1. Procedure: 6.28 g (31.7 mmol) of 2-(phenylamino)nicotinaldehyde was dissolved in ethanol (150 mL), and 7.62 g (47.6 mmol) of diethyl malonate and 1.35 g (15.9 mmol) of piperidine were added thereto. The resulting mixture was stirred overnight at 100° C. The reaction mixture was cooled, and a solid precipitated thereby was separated by filtration. The solid was washed sequentially with ethanol and diisopropyl ether. Thus, 7.42 g of the title compound was obtained as a pale yellow solid (yield: 800).